This data is from the Open Reaction Database (ORD), a public repository of structured organic reaction records. The task is: describe an organic reaction: reactants, conditions, products, and yield Reaction SMILES: [Cl:1][C:2]1[CH:7]=[CH:6][C:5]([CH:8]([OH:12])[C:9]#[C:10][CH3:11])=[CH:4][CH:3]=1>[Pd].CC([O-])=O.CC([O-])=O.[Pb+2]>[Cl:1][C:2]1[CH:3]=[CH:4][C:5]([CH:8]([OH:12])/[CH:9]=[CH:10]\[CH3:11])=[CH:6][CH:7]=1 |f:1.2.3.4|. Procedure: Under nitrogen, hydrogenate a mixture of 10 g (0.055 mole) of 1-(4-chlorophenyl)-2-butyn-1-ol and 0.6 g Lindlar catalyst. Following the reaction vic NMR the reaction is complete in about two days. The hydrogenation is stopped and the reaction stirred under N2 at room temperature overnight. Filter off the catalysts, wash with methylene chloride combine the filtrate and evaporate to yield the title compound. The reagents and catalysts are [Pd].CC(=O)[O-].CC(=O)[O-].[Pb+2] (Lindlar catalyst). The product is ClC1=CC=C(C=C1)C(\C=C/C)O ((Z)-1-(4-Chlorophenyl)-2-buten-1-ol). Reactants: ClC1=CC=C(C=C1)C(C#CC)O (1-(4-chlorophenyl)-2-butyn-1-ol). Reaction conditions: time 2 day.